This data is from the Open Reaction Database (ORD), a public repository of structured organic reaction records. The task is: describe an organic reaction: reactants, conditions, products, and yield Starting materials: NC=1C=C(C=CC1)C1=CC(=C2C(=NC=NN21)N)C=2C=CC1=CN(N=C1C2)CC2=CC=CC=C2 (7-(3-amino-phenyl)-5-(2-benzyl-2H-Indazol-6-yl)-pyrrolo[2,1-f][1,2,4]triazin-4-ylamine), CS(=O)(=O)Cl (methanesulfonyl chloride). Product: NC1=NC=NN2C1=C(C=C2C=2C=C(C=CC2)NS(=O)(=O)C)C=2C=CC1=CN(N=C1C2)CC2=CC=CC=C2 (N-{3-[4-Amino-5-(2-benzyl-2H-indazol-6-yl)-pyrrolo[2,1-f][1,2,4]triazin-7-yl]-phenyl}-methanesulfonamide). Yield: 1.0%. As a reaction SMILES: [NH2:1][C:2]1[CH:3]=[C:4]([C:8]2[N:16]3[C:11]([C:12]([NH2:17])=[N:13][CH:14]=[N:15]3)=[C:10]([C:18]3[CH:19]=[CH:20][C:21]4[C:25]([CH:26]=3)=[N:24][N:23]([CH2:27][C:28]3[CH:33]=[CH:32][CH:31]=[CH:30][CH:29]=3)[CH:22]=4)[CH:9]=2)[CH:5]=[CH:6][CH:7]=1.[CH3:34][S:35](Cl)(=[O:37])=[O:36]>>[NH2:17][C:12]1[C:11]2=[C:10]([C:18]3[CH:19]=[CH:20][C:21]4[C:25]([CH:26]=3)=[N:24][N:23]([CH2:27][C:28]3[CH:33]=[CH:32][CH:31]=[CH:30][CH:29]=3)[CH:22]=4)[CH:9]=[C:8]([C:4]3[CH:3]=[C:2]([NH:1][S:35]([CH3:34])(=[O:37])=[O:36])[CH:7]=[CH:6][CH:5]=3)[N:16]2[N:15]=[CH:14][N:13]=1. Procedure details: Using a procedure similar to that of Example 5 with 7-(3-amino-phenyl)-5-(2-benzyl-2H-Indazol-6-yl)-pyrrolo[2,1-f][1,2,4]triazin-4-ylamine and methanesulfonyl chloride as starting materials, 19 mg (1%) of the desired product was isolated. 1H NMR (300 MHz, DMSO-d6) δ 9.90 (s, 1 H), 8.60 (s, 1 H), 8.05 (d, 2 H), 8.0 (s, 1 H), 7.90 (d, 1 H), 7.70 (s, 1 H), 7.60-7.40 (m, 7 H), 7.25 (d, 1 H), 7.20 (s, 1 H), 5.70 (s, 2 H), 3.10 (s, 3H); ES-MS m/z 510.27 [M+H]+, HPLC RT (min) 2.85. Reactants: CCO, CCOC(=O)CC(C)(C)CCC(Cl)(Cl)Cl, Cl, [Na]. Product: CCOC(=O)CC(C)(C)CC=C(Cl)Cl. Reaction SMILES: [CH3:18][CH2:19][OH:20].[Cl:2][C:3]([CH2:4][CH2:5][C:6]([CH2:7][C:8](=[O:9])[O:10][CH2:11][CH3:12])([CH3:13])[CH3:14])([Cl:15])[Cl:16].[ClH:17].[Na:1]>>[Cl:2][C:3](=[CH:4][CH2:5][C:6]([CH2:7][C:8](=[O:9])[O:10][CH2:11][CH3:12])([CH3:13])[CH3:14])[Cl:15]. Reactants: [OH-].[Na+] (Sodium hydroxide), Cl (hydrogen chloride), C1(CCCCC1)OC[C@@H]1N(CC[C@@H](C1)C(CC(=O)OCC)=O)C(=O)OC (Cis-methyl 2-(cyclohexyloxymethyl)-4-(3-ethoxy-3-oxopropanoyl)piperidine-1-carboxylate), NO (Hydroxylamine). Solvent: O (water), O (Water), C(Cl)Cl (DCM), CO (MeOH). Reaction conditions: temperature -40 celsius, time 15 minute. Product: C1(CCCCC1)OC[C@@H]1N(CC[C@@H](C1)C1=CC(NO1)=O)C(=O)OC (Cis-methyl 2-(cyclohexyloxymethyl)-4-(3-oxo-2,3-dihydroisoxazol-5-yl)piperidine-1-carboxylate). The yield is 40.8%. Reaction SMILES: [CH:1]1([O:7][CH2:8][C@H:9]2[CH2:14][C@@H:13]([C:15](=[O:22])[CH2:16][C:17](OCC)=[O:18])[CH2:12][CH2:11][N:10]2[C:23]([O:25][CH3:26])=[O:24])[CH2:6][CH2:5][CH2:4][CH2:3][CH2:2]1.[OH-].[Na+].[NH2:29]O.Cl>CO.O.C(Cl)Cl>[CH:1]1([O:7][CH2:8][C@H:9]2[CH2:14][C@@H:13]([C:15]3[O:22][NH:29][C:17](=[O:18])[CH:16]=3)[CH2:12][CH2:11][N:10]2[C:23]([O:25][CH3:26])=[O:24])[CH2:6][CH2:5][CH2:4][CH2:3][CH2:2]1 |f:1.2|. Procedure details: Cis-methyl 2-(cyclohexyloxymethyl)-4-(3-ethoxy-3-oxopropanoyl)piperidine-1-carboxylate (1.13 g, 3.06 mmol) was dissolved in MeOH (14 mL) and cooled to −40° C. under nitrogen. Sodium hydroxide (0.128 g, 3.21 mmol) dissolved in water (1.400 mL) was added and the mixture was stirred at −40° C. for 15 min. Hydroxylamine (50% by weight in water, 0.197 mL, 3.21 mmol) was added. The resulting solution was stirred at −40° C. for 1 h. The mixture was transferred into a prewarmed (80° C.) solution of 6 M ... RXN SMILES: [CH2:1]([NH:3][C:4]1[CH:9]=[CH:8][C:7]([O:10][CH3:11])=[CH:6][C:5]=1[CH:12]1[CH2:21][CH2:20][C:19]2[CH:18]=[C:17]([OH:22])[CH:16]=[CH:15][C:14]=2[CH2:13]1)[CH3:2].C1C2CCCCC=2C=CC=1O.[N:34]1([CH2:41][CH2:42][O:43][C:44]2[CH:51]=[CH:50][C:47]([CH:48]=O)=[CH:46][CH:45]=2)[CH2:40][CH2:39][CH2:38][CH2:37][CH2:36][CH2:35]1>>[N:34]1([CH2:41][CH2:42][O:43][C:44]2[CH:51]=[CH:50][C:47]([CH2:48][CH2:2][CH2:1][NH:3][C:4]3[CH:9]=[CH:8][C:7]([O:10][CH3:11])=[CH:6][C:5]=3[CH:12]3[CH2:21][CH2:20][C:19]4[CH:18]=[C:17]([OH:22])[CH:16]=[CH:15][C:14]=4[CH2:13]3)=[CH:46][CH:45]=2)[CH2:40][CH2:39][CH2:38][CH2:37][CH2:36][CH2:35]1. The product is N1(CCCCCC1)CCOC1=CC=C(CCCNC2=C(C=C(C=C2)OC)C2CC=3C=CC(=CC3CC2)O)C=C1 (6-{2-{[4-(2-Azepan-1-ylethoxy)benzyl]ethylamino}-5-methoxyphenyl}-5,6,7,8-tetrahydronaphthalen-2-ol). Reported procedure: Synthesized from 6-(2-ethylamino-5-methoxyphenyl)-5,6,7,8-tetrahydronaphthalen-2-ol according to an analogous synthetic method to Example 36, 642-ethylamino-5-methoxyphenyl)-5,6,7,8-tetrahydronaphthalen-2-ol (40 mg) and 4-(2-azepan-1-ylethoxy)benzaldehyde (202 mg) were used according to an analogous synthetic method to Example 38 to provide the title compound (32 mg). The reactants are C(C)NC1=C(C=C(C=C1)OC)C1CC=2C=CC(=CC2CC1)O (6-(2-ethylamino-5-methoxyphenyl)-5,6,7,8-tetrahydronaphthalen-2-ol), C1=C(C=CC=2CCCCC12)O (5,6,7,8-tetrahydronaphthalen-2-ol), N1(CCCCCC1)CCOC1=CC=C(C=O)C=C1 (4-(2-azepan-1-ylethoxy)benzaldehyde). Starting materials: OC1=CC=NC=C1 (4-hydroxypyridine), CC1=CC=C(C=C1)S(=O)(=O)OCCCNC=1C(N(S(C1C1=CC=CC=C1)(=O)=O)C(C)(C)C)=O (3-[(2-tert-butyl-1,1-dioxido-3-oxo-5-phenyl-2,3-dihydroisothiazol-4-yl)amino]propyl 4-methylbenzenesulfonate). The solvent is CCOC(=O)C (EtOAc). The product is C(C)(C)(C)N1S(C(=C(C1=O)NCCCOC1=CC=NC=C1)C1=CC=CC=C1)(=O)=O (2-tert-Butyl-5-phenyl-4-{[3-(pyridin-4-yloxy)propyl]amino}isothiazol-3(2H)-one 1,1-dioxide). Isolated yield 35.0%. RXN SMILES: [OH:1][C:2]1[CH:7]=[CH:6][N:5]=[CH:4][CH:3]=1.CC1C=CC(S(O[CH2:19][CH2:20][CH2:21][NH:22][C:23]2[C:24](=[O:40])[N:25]([C:36]([CH3:39])([CH3:38])[CH3:37])[S:26](=[O:35])(=[O:34])[C:27]=2[C:28]2[CH:33]=[CH:32][CH:31]=[CH:30][CH:29]=2)(=O)=O)=CC=1>CCOC(C)=O>[C:36]([N:25]1[C:24](=[O:40])[C:23]([NH:22][CH2:21][CH2:20][CH2:19][O:1][C:2]2[CH:7]=[CH:6][N:5]=[CH:4][CH:3]=2)=[C:27]([C:28]2[CH:29]=[CH:30][CH:31]=[CH:32][CH:33]=2)[S:26]1(=[O:34])=[O:35])([CH3:37])([CH3:38])[CH3:39]. Reported procedure: The title compound was prepared as described for Example 12 from 4-hydroxypyridine and 3-[(2-tert-butyl-1,1-dioxido-3-oxo-5-phenyl-2,3-dihydroisothiazol-4-yl)amino]propyl 4-methylbenzenesulfonate with a reaction time of 15 mins. EtOAc was added to the reaction mixture and the mixture was washed with water, brine and evaporated. The residue was purified twice by silica gel column chromatography (Horizons Biotage) using 50-80% EtOAc in hexane then 50% EtOAc in DCM as eluent to give the title compo... Starting materials: CC1=CC2=C(C=C1C)N(C=N2)[C@@H]3[C@@H]([C@@H]([C@H](O3)CO)OP(=O)([O-])O[C@H](C)CNC(=O)CC[C@@]4([C@H]([C@@H]5[C@]6([C@@]([C@@H](/C(=C(/C7=N/C(=C\C8=N/C(=C(\C4=N5)/C)/[C@H](C8(C)C)CCC(=O)N)/[C@H]([C@]7(C)CC(=O)N)CCC(=O)N)\C)/[N-]6)CCC(=O)N)(C)CC(=O)N)C)CC(=O)N)C)O.[C-]#N.[Co+3] (cyanocobalamin), [I-].C[S+](=O)(C)C (trimethylsulfoxonium iodide), O.O.O.O.O.O.[Co](Cl)Cl (cobalt chloride hexahydrate), [BH4-].[Na+] (sodium borohydride), [OH-].[Na+] (sodium hydroxide), CC(C(C)=O)C (3-methyl-2-butanone). The reagents and catalysts are O.O.O.O.O.O.O.S(=O)(=O)([O-])[O-].[Fe+2] (iron (II) sulfate heptahydrate). The solvent is CO (methanol), CC(CC)=O (2-butanone), O (water), O (water). Conditions: temperature 20 celsius. The product is [CH3-].CC1=CC2=C(C=C1C)N(C=N2)[C@@H]3[C@@H]([C@@H]([C@H](O3)CO)OP(=O)([O-])OC(C)CNC(=O)CC[C@@]4([C@H]([C@@H]5[C@]6([C@@]([C@@H](/C(=C(/C7=N/C(=C\C8=N/C(=C(\C4=N5)/C)/[C@H](C8(C)C)CCC(=O)N)/[C@H]([C@]7(C)CC(=O)N)CCC(=O)N)\C)/[N-]6)CCC(=O)N)(C)CC(=O)N)C)CC(=O)N)C)O.[Co+3] (Mecobalamin). The yield is 509.3%. As a reaction SMILES: [CH3:1][C:2]1[C:7]([CH3:8])=[CH:6][C:5]2[N:9]([C@H:12]3[O:16][C@H:15]([CH2:17][OH:18])[C@@H:14]([O:19][P:20]([O:23][C@@H:24]([CH2:26][NH:27][C:28]([CH2:30][CH2:31][C@@:32]4([CH3:89])[C:48]5=[N:49][C@@H:34]([C@:35]6([CH3:84])[N-:73][C:38](=[C:39]([CH3:72])[C:40]7[C@:61]([CH2:63][C:64]([NH2:66])=[O:65])([CH3:62])[C@H:60]([CH2:67][CH2:68][C:69]([NH2:71])=[O:70])[C:42](=[CH:43][C:44]8[C:52]([CH3:54])([CH3:53])[C@H:51]([CH2:55][CH2:56][C:57]([NH2:59])=[O:58])[C:46](=[C:47]5[CH3:50])[N:45]=8)[N:41]=7)[C@@H:37]([CH2:74][CH2:75][C:76]([NH2:78])=[O:77])[C@@:36]6([CH2:80][C:81]([NH2:83])=[O:82])[CH3:79])[C@@H:33]4[CH2:85][C:86]([NH2:88])=[O:87])=[O:29])[CH3:25])([O-:22])=[O:21])[C@H:13]3[OH:90])[CH:10]=[N:11][C:4]=2[CH:3]=1.[C-]#N.[Co+3].[I-].C[S+](C)(C)=O.O.O.O.O.O.O.[Co:106](Cl)Cl.[BH4-].[Na+].[OH-].[Na+].CC(C)C(=O)C>O.O.O.O.O.O.O.S([O-])([O-])(=O)=O.[Fe+2].CO.O.CC(=O)CC>[CH3-:1].[CH3:1][C:2]1[C:7]([CH3:8])=[CH:6][C:5]2[N:9]([C@H:12]3[O:16][C@H:15]([CH2:17][OH:18])[C@@H:14]([O:19][P:20]([O:23][CH:24]([CH2:26][NH:27][C:28]([CH2:30][CH2:31][C@@:32]4([CH3:89])[C:48]5=[N:49][C@@H:34]([C@:35]6([CH3:84])[N-:73][C:38](=[C:39]([CH3:72])[C:40]7[C@:61]([CH2:63][C:64]([NH2:66])=[O:65])([CH3:62])[C@H:60]([CH2:67][CH2:68][C:69]([NH2:71])=[O:70])[C:42](=[CH:43][C:44]8[C:52]([CH3:54])([CH3:53])[C@H:51]([CH2:55][CH2:56][C:57]([NH2:59])=[O:58])[C:46](=[C:47]5[CH3:50])[N:45]=8)[N:41]=7)[C@@H:37]([CH2:74][CH2:75][C:76]([NH2:78])=[O:77])[C@@:36]6([CH2:80][C:81]([NH2:83])=[O:82])[CH3:79])[C@@H:33]4[CH2:85][C:86]([NH2:88])=[O:87])=[O:29])[CH3:25])([O-:22])=[O:21])[C@H:13]3[OH:90])[CH:10]=[N:11][C:4]=2[CH:3]=1.[Co+3:106] |f:0.1.2,3.4,5.6.7.8.9.10.11,12.13,14.15,17.18.19.20.21.22.23.24.25,29.30.31|. Procedure: To 390 ml of ion-exchanged water were added 30 g of cyanocobalamin, 14.61 g of trimethylsulfoxonium iodide, 900 mg of iron (II) sulfate heptahydrate, 900 mg of cobalt chloride hexahydrate and 22.5 ml of 2-butanone. After replacing the atmosphere of the system by nitrogen, the mixture was heated in a water bath and a solution of sodium borohydride (12 g)/2N sodium hydroxide (1 ml)/water (60 ml) was added dropwise thereto under stirring at an inner temperature of 20° C. After stirring for 3 hours ... Starting materials: O=C1OCCC1Br, CN(C)C=O, [Li+], [N-]=[N+]=[N-], O. Yields the product [N-]=[N+]=NC1CCOC1=O. RXN SMILES: [Br:1][CH:2]1[C:3](=[O:4])[O:5][CH2:6][CH2:7]1.[CH3:13][N:14]([CH3:15])[CH:16]=[O:17].[Li+:11].[N-:8]=[N+:9]=[N-:10].[OH2:12]>>[CH:2]1([N:8]=[N+:9]=[N-:10])[C:3](=[O:4])[O:5][CH2:6][CH2:7]1.